Dataset: the Open Reaction Database (ORD), a public repository of structured organic reaction records. Task: describe an organic reaction: reactants, conditions, products, and yield The reactants are N[C@@H](C)C1=NN2C(C(N1C1=CC=CC=C1)=O)=C(C=C2)C ((S)-2-(1-Aminoethyl)-5-methyl-3-phenylpyrrolo[2,1-f][1,2,4]triazin-4(3H)-one), [F-].[Cs+] (cesium fluoride), NC1=NC=NC(=C1C(=O)OC1=CC=C(C=C1)S(NC)(=O)=O)Cl (4-(N-methylsulfamoyl)phenyl 4-amino-6-chloropyrimidine-5-carboxylate), CCN(C(C)C)C(C)C (DIEA). Run in C(C)(C)(C)O (tert-butanol). Reaction conditions: temperature 80 celsius. Yields the product NC1=NC=NC(=C1C(=O)OC1=CC=C(C=C1)S(NC)(=O)=O)N[C@@H](C)C1=NN2C(C(N1C1=CC=CC=C1)=O)=C(C=C2)C ((S)-4-(N-Methylsulfamoyl)phenyl 4-amino-6-((1-(5-methyl-4-oxo-3-phenyl-3,4-dihydropyrrolo[2,1-f][1,2,4]triazin-2-yl)ethyl)amino)pyrimidine-5-carboxylate). Yield: 14.0%. As a reaction SMILES: [NH2:1][C@H:2]([C:4]1[N:9]([C:10]2[CH:15]=[CH:14][CH:13]=[CH:12][CH:11]=2)[C:8](=[O:16])[C:7]2=[C:17]([CH3:20])[CH:18]=[CH:19][N:6]2[N:5]=1)[CH3:3].[NH2:21][C:22]1[C:27]([C:28]([O:30][C:31]2[CH:36]=[CH:35][C:34]([S:37](=[O:41])(=[O:40])[NH:38][CH3:39])=[CH:33][CH:32]=2)=[O:29])=[C:26](Cl)[N:25]=[CH:24][N:23]=1.CCN(C(C)C)C(C)C.[F-].[Cs+]>C(O)(C)(C)C>[NH2:21][C:22]1[C:27]([C:28]([O:30][C:31]2[CH:32]=[CH:33][C:34]([S:37](=[O:41])(=[O:40])[NH:38][CH3:39])=[CH:35][CH:36]=2)=[O:29])=[C:26]([NH:1][C@H:2]([C:4]2[N:9]([C:10]3[CH:15]=[CH:14][CH:13]=[CH:12][CH:11]=3)[C:8](=[O:16])[C:7]3=[C:17]([CH3:20])[CH:18]=[CH:19][N:6]3[N:5]=2)[CH3:3])[N:25]=[CH:24][N:23]=1 |f:3.4|. Reported procedure: (S)-2-(1-Aminoethyl)-5-methyl-3-phenylpyrrolo[2,1-f][1,2,4]triazin-4(3H)-one (81 mg, 0.27 mmol), 4-(N-methylsulfamoyl)phenyl 4-amino-6-chloropyrimidine-5-carboxylate (135 mg, 0.39 mmol), DIEA (344 μl, 1.97 mmol) and cesium fluoride (150 mg, 0.99 mmol) were suspended in tert-butanol (10 ml) and the mixture was heated at 80° C. in a sealed tube for 24 h. The solvent was evaporated under reduced pressure and the reaction mixture was diluted with ethyl acetate and washed with saturated ammonium chlo...